This data is from the Open Reaction Database (ORD), a public repository of structured organic reaction records. The task is: describe an organic reaction: reactants, conditions, products, and yield Starting materials: Cc1ccccc1, CCOCC, S=C=Nc1ccc(Cl)cc1, Cc1cc(C)c(COc2cccnc2N)c(C)c1. The product is Cc1cc(C)c(COc2cccnc2NC(=S)Nc2ccc(Cl)cc2)c(C)c1. Reaction SMILES: [CH3:29][c:30]1[cH:31][cH:32][cH:33][cH:34][cH:35]1.[CH3:36][CH2:37][O:38][CH2:39][CH3:40].[Cl:19][c:20]1[cH:21][cH:22][c:23]([N:26]=[C:27]=[S:28])[cH:24][cH:25]1.[NH2:1][c:2]1[n:3][cH:4][cH:5][cH:6][c:7]1[O:8][CH2:9][c:10]1[c:11]([CH3:18])[cH:12][c:13]([CH3:17])[cH:14][c:15]1[CH3:16]>>[NH:1]([c:2]1[n:3][cH:4][cH:5][cH:6][c:7]1[O:8][CH2:9][c:10]1[c:11]([CH3:18])[cH:12][c:13]([CH3:17])[cH:14][c:15]1[CH3:16])[C:27]([NH:26][c:23]1[cH:22][cH:21][c:20]([Cl:19])[cH:25][cH:24]1)=[S:28]. The reactants are NC=1SC=C(N1)CC(=O)N[C@H]1[C@@H]2N(C(=C(CS2)COC(CC(=O)C)=O)C(=O)[O-])C1=O.[Na+] (sodium 7β-[2-(2-aminothiazol-4-yl)acetamido]-3-acetoacetoxymethyl-ceph-3-em-4-carboxylate), IC1(C(CCCC1)CC(C)C)C(=O)[O-] (1-iodo-2-methylpropylcyclohexane carboxylate). Solvent: CN(C=O)C (N,N-dimethylformamide). Run at temperature -5 celsius. Product: NC=1SC=C(N1)CC(=O)N[C@H]1[C@@H]2N(C(=C(CS2)COC(CC(=O)C)=O)C(=O)OC(C(C)C)OC(=O)C2CCCCC2)C1=O (1-(cyclohexylcarbonyloxy)-2-methylpropyl 7β-[2-(2-aminothiazol-4-yl) acetamido]-3-acetoacetoxymethyl-ceph-3-em-4-carboxylate). Yield: 78.6%. RXN SMILES: [NH2:1][C:2]1[S:3][CH:4]=[C:5]([CH2:7][C:8]([NH:10][C@@H:11]2[C:29](=[O:30])[N:13]3[C:14]([C:26]([O-:28])=[O:27])=[C:15]([CH2:18][O:19][C:20](=[O:25])[CH2:21][C:22]([CH3:24])=[O:23])[CH2:16][S:17][C@H:12]23)=[O:9])[N:6]=1.[Na+].I[C:33]1([C:43]([O-:45])=[O:44])[CH2:38][CH2:37][CH2:36][CH2:35][CH:34]1CC(C)C>CN(C)C=O>[NH2:1][C:2]1[S:3][CH:4]=[C:5]([CH2:7][C:8]([NH:10][C@@H:11]2[C:29](=[O:30])[N:13]3[C:14]([C:26]([O:28][CH:14]([O:45][C:43]([CH:33]4[CH2:34][CH2:35][CH2:36][CH2:37][CH2:38]4)=[O:44])[CH:15]([CH3:18])[CH3:16])=[O:27])=[C:15]([CH2:18][O:19][C:20](=[O:25])[CH2:21][C:22]([CH3:24])=[O:23])[CH2:16][S:17][C@H:12]23)=[O:9])[N:6]=1 |f:0.1|. Reported procedure: In 30 ml of N,N-dimethylformamide is dissolved 4.76 g of sodium 7β-[2-(2-aminothiazol-4-yl)acetamido]-3-acetoacetoxymethyl-ceph-3-em-4-carboxylate and the solution is cooled to -5° C. With stirring, 5.0 g of 1-iodo-2-methylpropylcyclohexane carboxylate is added dropwise, followed by stirring for further 5 minutes. Thereafter, following the procedure of Example 1, 2.5 g of the title compound is obtained. Starting materials: CCO, [H][H], O=[N+]([O-])c1ccc2nc(-c3ccco3)[nH]c2c1. Yields the product Nc1ccc2nc(-c3ccco3)[nH]c2c1. Reaction SMILES: [CH2:20]([OH:21])[CH3:22].[H:18][H:19].[o:1]1[c:2](-[c:6]2[nH:7][c:8]3[c:9]([n:10]2)[cH:11][cH:12][c:13]([N+:15]([O-:16])=[O:17])[cH:14]3)[cH:3][cH:4][cH:5]1>>[o:1]1[c:2](-[c:6]2[nH:7][c:8]3[c:9]([n:10]2)[cH:11][cH:12][c:13]([NH2:15])[cH:14]3)[cH:3][cH:4][cH:5]1.